From a dataset of the Open Reaction Database (ORD), a public repository of structured organic reaction records. describe an organic reaction: reactants, conditions, products, and yield Reactants: BrCC=1C=C(C=C(C(=O)OC(C)(C)C)C1)C(=O)OC(C)(C)C (di-tert-butyl 5-(bromomethyl)isophthalate), C(C)N (ethylamine), O (water), C(C)(=O)OCC (ethyl acetate). Run in O1CCCC1 (tetrahydrofuran). Conditions: time 8 hour. The product is C(C)NCC=1C=C(C=C(C(=O)OC(C)(C)C)C1)C(=O)OC(C)(C)C (di-tert-butyl 5-[ethylamino(methyl)]isophthalate). As a reaction SMILES: Br[CH2:2][C:3]1[CH:4]=[C:5]([C:16]([O:18][C:19]([CH3:22])([CH3:21])[CH3:20])=[O:17])[CH:6]=[C:7]([CH:15]=1)[C:8]([O:10][C:11]([CH3:14])([CH3:13])[CH3:12])=[O:9].[CH2:23]([NH2:25])[CH3:24].O.C(OCC)(=O)C>O1CCCC1>[CH2:23]([NH:25][CH2:2][C:3]1[CH:4]=[C:5]([C:16]([O:18][C:19]([CH3:22])([CH3:21])[CH3:20])=[O:17])[CH:6]=[C:7]([CH:15]=1)[C:8]([O:10][C:11]([CH3:14])([CH3:13])[CH3:12])=[O:9])[CH3:24]. Procedure details: To a solution of di-tert-butyl 5-(bromomethyl)isophthalate (1.00 g) in tetrahydrofuran (10.0 mL) were added a 70% aqueous ethylamine solution (2.21 mL), followed by stirring at room temperature overnight. To the reaction mixture were added water and ethyl acetate, and the organic layer was extracted. The organic layer was washed with water, dried over anhydrous sodium sulfate, and concentrated under reduced pressure. The residue was purified by silica gel column chromatography (hexane-ethyl acet... Reactants: FC1=NC=CC(=C1)OC1CN(C1)C1=CC=C(C=C1)[C@H](C)NC(C)=O ((S)—N-(1-{4-[3-(2-Fluoro-pyridin-4-yloxy)-azetidin-1-yl]-phenyl}-ethyl)-acetamide), C1(CC1)CO (cyclopropanemethanol), [H-].[Na+] (NaH). Solvent: O1CCOCC1 (1,4-dioxane). Conditions: temperature 130 celsius, time 15 hour. Product: C1(CC1)COC1=NC=CC(=C1)OC1CN(C1)C1=CC=C(C=C1)[C@H](C)NC(C)=O ((S)—N-(1-{4-[3-(2-Cyclopropylmethoxy-pyridin-4-yloxy)-azetidin-1-yl]-phenyl}-ethyl)-acetamide). Reaction SMILES: F[C:2]1[CH:7]=[C:6]([O:8][CH:9]2[CH2:12][N:11]([C:13]3[CH:18]=[CH:17][C:16]([C@@H:19]([NH:21][C:22](=[O:24])[CH3:23])[CH3:20])=[CH:15][CH:14]=3)[CH2:10]2)[CH:5]=[CH:4][N:3]=1.[CH:25]1([CH2:28][OH:29])[CH2:27][CH2:26]1.[H-].[Na+]>O1CCOCC1>[CH:25]1([CH2:28][O:29][C:2]2[CH:7]=[C:6]([O:8][CH:9]3[CH2:12][N:11]([C:13]4[CH:18]=[CH:17][C:16]([C@@H:19]([NH:21][C:22](=[O:24])[CH3:23])[CH3:20])=[CH:15][CH:14]=4)[CH2:10]3)[CH:5]=[CH:4][N:3]=2)[CH2:27][CH2:26]1 |f:2.3|. Procedure: To 55 mg (0.17 mmol) (S)—N-(1-{4-[3-(2-Fluoro-pyridin-4-yloxy)-azetidin-1-yl]-phenyl}-ethyl)-acetamide (XI.1) in 5 mL 1,4-dioxane is added 0.14 mL (1.73 mmol) cyclopropanemethanol. 38 mg (0.95 mmol, 60% suspension in mineral oil) NaH is added and the mixture is stirred for 15 h at 130° C. After concentration in vacuo the residue is purified by chormotography (silica, ethylacetate) to yield the desired product. Starting materials: C=CCCCC (1-hexene), C(C)(=O)OCCCCCCCC=C (8-nonenyl acetate). Yields the product C(C)(=O)OCCCCCCC\C=C/CCCC ((Z)-tridec-8-en-1-yl acetate). RXN SMILES: [CH2:1]=[CH:2][CH2:3][CH2:4]CC.[C:7]([O:10][CH2:11][CH2:12][CH2:13][CH2:14][CH2:15][CH2:16][CH2:17][CH:18]=[CH2:19])(=[O:9])[CH3:8]>>[C:7]([O:10][CH2:11][CH2:12][CH2:13][CH2:14][CH2:15][CH2:16][CH2:17]/[CH:18]=[CH:19]\[CH2:1][CH2:2][CH2:3][CH3:4])(=[O:9])[CH3:8]. Procedure details: Reactions between 1-hexene and 8-nonenyl acetate were conducted using methods analogous to those described above using to form the pheromone derivative 17. When catalyzed by Ruthenium complex 1, the reaction proceeded in good yield (67%) with high Z-selectivity (91%) at a low catalyst loading (0.5 mol %). As a reaction SMILES: [Br:13][c:14]1[c:15]([Cl:21])[n:16][c:17]([Cl:20])[n:18][cH:19]1.[CH3:22][CH2:23][O:24][C:25]([CH3:26])=[O:27].[CH3:33][C:34]#[N:35].[H-:2].[Na+:1].[O:28]=[CH:29][N:30]([CH3:31])[CH3:32].[O:3]([CH2:4][CH3:5])[c:6]1[c:7]([OH:12])[cH:8][cH:9][cH:10][cH:11]1>>[O:3]([CH2:4][CH3:5])[c:6]1[c:7]([O:12][c:15]2[c:14]([Br:13])[cH:19][n:18][c:17]([Cl:20])[n:16]2)[cH:8][cH:9][cH:10][cH:11]1. The product is CCOc1ccccc1Oc1nc(Cl)ncc1Br. Starting materials: Clc1ncc(Br)c(Cl)n1, CCOC(C)=O, CC#N, [H-], [Na+], CN(C)C=O, CCOc1ccccc1O.